This data is from the Open Reaction Database (ORD), a public repository of structured organic reaction records. The task is: describe an organic reaction: reactants, conditions, products, and yield Reactants: C(C)OC(=O)N1C(CC(C2=CC(=C(C=C12)OC)OCC1=CC=CC=C1)=O)C (6-benzyloxy-7-methoxy-2-methyl-4-oxo-3,4-dihydro-2H-quinoline-1-carboxylic acid ethyl ester), Cl.NO (hydroxylamine hydrochloride), C(C)(=O)[O-].[Na+] (sodium acetate), O (water). Solvent: C(C)O (ethanol). Reaction conditions: time 2 hour. Yields the product C(C)OC(=O)N1C(CC(C2=CC(=C(C=C12)OC)OCC1=CC=CC=C1)=NO)C (6-Benzyloxy-4-hydroxyimino-7-methoxy-2-methyl-3,4-dihydro-2H-quinoline-1-carboxylic Acid Ethyl Ester). Yield: 98.9%. As a reaction SMILES: [CH2:1]([O:3][C:4]([N:6]1[C:15]2[C:10](=[CH:11][C:12]([O:18][CH2:19][C:20]3[CH:25]=[CH:24][CH:23]=[CH:22][CH:21]=3)=[C:13]([O:16][CH3:17])[CH:14]=2)[C:9](=O)[CH2:8][CH:7]1[CH3:27])=[O:5])[CH3:2].Cl.[NH2:29][OH:30].C([O-])(=O)C.[Na+].O>C(O)C>[CH2:1]([O:3][C:4]([N:6]1[C:15]2[C:10](=[CH:11][C:12]([O:18][CH2:19][C:20]3[CH:25]=[CH:24][CH:23]=[CH:22][CH:21]=3)=[C:13]([O:16][CH3:17])[CH:14]=2)[C:9](=[N:29][OH:30])[CH2:8][CH:7]1[CH3:27])=[O:5])[CH3:2] |f:1.2,3.4|. Procedure: To a stirred solution of 6-benzyloxy-7-methoxy-2-methyl-4-oxo-3,4-dihydro-2H-quinoline-1-carboxylic acid ethyl ester (1.99 g, 5.39 mmol) in 95% ethanol (20 mL) was added hydroxylamine hydrochloride (1.1 g, 16 mmol) and sodium acetate (1.1 g, 14 mmol), and the mixture was heated at reflux. After 2 h, water (50 mL) was added, and the mixture was extracted with ethyl acetate (3×50 mL). The combined organic phases were washed with brine (30 mL), dried over sodium sulfate, filtered and concentrated i... Reactants: C1CCOC1, COC(=O)C(CO)NC(=O)Cc1cc(F)cc(F)c1, Cl, [Li+], [OH-]. The product is O=C(Cc1cc(F)cc(F)c1)NC(CO)C(=O)O. RXN SMILES: [CH2:23]1[O:24][CH2:25][CH2:26][CH2:27]1.[CH3:1][O:2][C:3]([CH:4]([NH:5][C:6]([CH2:7][c:8]1[cH:9][c:10]([F:15])[cH:11][c:12]([F:14])[cH:13]1)=[O:16])[CH2:17][OH:18])=[O:19].[ClH:22].[Li+:20].[OH-:21]>>[O:2]=[C:3]([CH:4]([NH:5][C:6]([CH2:7][c:8]1[cH:9][c:10]([F:15])[cH:11][c:12]([F:14])[cH:13]1)=[O:16])[CH2:17][OH:18])[OH:19]. Reactants: C1(=CC=CC=C1)C(=O)OCC=1C=C(COC=2C=C(C=CC2)C=2C=C(SC2)C(CC)=O)C=CC1COC(=O)C1=CC=CC=C1 (1-{4-[3-(3,4-bis(1-phenylmethanoyloxymethyl)benzyloxy)phenyl]-2-thiophenyl}-1-propanone), [H-].[Al+3].[Li+].[H-].[H-].[H-] (lithium aluminium hydride). Solvent: C1CCOC1 (THF). Conditions: time 2 hour. Product: OCC=1C=C(COC=2C=C(C=CC2)C=2C=C(SC2)C(CC)O)C=CC1CO (1-{4-[3-(3,4-Bis-hydroxymethylbenzyloxy)phenyl]-2-thiophenyl}-1-propanol). As a reaction SMILES: C1(C([O:9][CH2:10][C:11]2[CH:12]=[C:13]([CH:31]=[CH:32][C:33]=2[CH2:34][O:35]C(C2C=CC=CC=2)=O)[CH2:14][O:15][C:16]2[CH:17]=[C:18]([C:22]3[CH:23]=[C:24]([C:27](=[O:30])[CH2:28][CH3:29])[S:25][CH:26]=3)[CH:19]=[CH:20][CH:21]=2)=O)C=CC=CC=1.[H-].[Al+3].[Li+].[H-].[H-].[H-]>C1COCC1>[OH:9][CH2:10][C:11]1[CH:12]=[C:13]([CH:31]=[CH:32][C:33]=1[CH2:34][OH:35])[CH2:14][O:15][C:16]1[CH:17]=[C:18]([C:22]2[CH:23]=[C:24]([CH:27]([OH:30])[CH2:28][CH3:29])[S:25][CH:26]=2)[CH:19]=[CH:20][CH:21]=1 |f:1.2.3.4.5.6|. Reported procedure: 4.3 g (7.3 mmol) of 1-{4-[3-(3,4-bis(1-phenylmethanoyloxymethyl)benzyloxy)phenyl]-2-thiophenyl}-1-propanone are dissolved in 10 mL of THF and added dropwise to a suspension of 1.1 g (29 mmol) of lithium aluminium hydride, and the mixture is stirred for 2 hours. After treatment of the reaction medium with 1.1 mL of water, 1.1 mL of 15% sodium hydroxide and 3.3 mL of water, the medium is filtered. After purification by chromatography on silica gel (eluent: 3 heptane/7 ethyl acetate), the desired p... Starting materials: [Cl-].[Al+3].[Cl-].[Cl-] (aluminum chloride), [C@@H]12[C@@H](CCC1)C(=O)OC2=O (cis-1,2-cyclopentanedicarboxylic anhydride). Run in ClCCCl (1,2-dichloroethane). Reaction conditions: time 4 hour. Yields the product CC(=CC(=O)[C@@H]1[C@@H](CCC1)C(=O)O)C (cis-2-(3-Methyl-1-oxo-2-butenyl)cyclopentanecarboxylic acid). RXN SMILES: [Cl-].[Al+3].[Cl-].[Cl-].[C@@H:5]12[C:13](=[O:14])[O:12][C:10](=[O:11])[C@@H:6]1[CH2:7][CH2:8][CH2:9]2>ClCCCl>[CH3:9][C:5]([CH3:13])=[CH:6][C:10]([C@H:6]1[CH2:7][CH2:8][CH2:9][C@H:5]1[C:13]([OH:12])=[O:14])=[O:11] |f:0.1.2.3|. Reported procedure: To a stirred suspension of 4.38 g. (32.86 mmole) of anhydrous aluminum chloride in 100 ml. of 1,2-dichloroethane at room temperature is added 2.30 g. (16.43 mmoles) of cis-1,2-cyclopentanedicarboxylic anhydride. Ethylene is then bubbled through the clear solution with stirring for four hours. The reactants are CCOC(=O)c1ccc(OCc2c(-c3ccccc3)noc2C)cn1, CC(C)N, C[Al](C)C, C1COCCO1, O. The product is Cc1onc(-c2ccccc2)c1COc1ccc(C(=O)NC(C)C)nc1. Reaction SMILES: [CH2:9]([O:11][C:12](=[O:10])[c:14]1[n:15][cH:16][c:17]([O:20][CH2:21][c:22]2[c:23](-[c:28]3[cH:29][cH:30][cH:31][cH:32][cH:33]3)[n:24][o:25][c:26]2[CH3:27])[cH:18][cH:19]1)[CH3:13].[CH3:1][CH:2]([CH3:3])[NH2:4].[CH3:5][Al:6]([CH3:7])[CH3:8].[O:35]1[CH2:36][CH2:37][O:38][CH2:39][CH2:40]1.[OH2:34]>>[CH3:1][CH:2]([CH3:3])[NH:4][C:12](=[O:11])[c:14]1[n:15][cH:16][c:17]([O:20][CH2:21][c:22]2[c:23](-[c:28]3[cH:29][cH:30][cH:31][cH:32][cH:33]3)[n:24][o:25][c:26]2[CH3:27])[cH:18][cH:19]1.